The task is: describe an organic reaction: reactants, conditions, products, and yield. This data is from the Open Reaction Database (ORD), a public repository of structured organic reaction records. Reactants: CC1=C(NC2=C1C(N(CC2)CCN2CCOCC2)=O)C=O (3-methyl-5-(2-morpholin-4-yl-ethyl)-4-oxo-4,5,6,7-tetrahydro-1H-pyrrolo[3,2-c]pyridine-2-carbaldehyde), FC1=C(C=CC=C1F)C1=C2CC(NC2=CC=C1)=O (4-(2,3-difluoro-phenyl)-1,3-dihydro-indol-2-one). Yields the product FC1=C(C=CC=C1F)C1=C2C(C(NC2=CC=C1)=O)=CC1=C(C=2C(N(CCC2N1)CCN1CCOCC1)=O)C (2-[4-(2,3-difluoro-phenyl)-2-oxo-1,2-dihydro-indol-3-ylidenemethyl]-3-methyl-5-(2-morpholin-4-yl-ethyl)-1,5,6,7-tetrahydro-pyrrolo[3,2-c]pyridin-4-one). The yield is 33.3%. RXN SMILES: [CH3:1][C:2]1[C:6]2[C:7](=[O:19])[N:8]([CH2:11][CH2:12][N:13]3[CH2:18][CH2:17][O:16][CH2:15][CH2:14]3)[CH2:9][CH2:10][C:5]=2[NH:4][C:3]=1[CH:20]=O.[F:22][C:23]1[C:28]([F:29])=[CH:27][CH:26]=[CH:25][C:24]=1[C:30]1[CH:38]=[CH:37][CH:36]=[C:35]2[C:31]=1[CH2:32][C:33](=[O:39])[NH:34]2>>[F:22][C:23]1[C:28]([F:29])=[CH:27][CH:26]=[CH:25][C:24]=1[C:30]1[CH:38]=[CH:37][CH:36]=[C:35]2[C:31]=1[C:32](=[CH:20][C:3]1[NH:4][C:5]3[CH2:10][CH2:9][N:8]([CH2:11][CH2:12][N:13]4[CH2:14][CH2:15][O:16][CH2:17][CH2:18]4)[C:7](=[O:19])[C:6]=3[C:2]=1[CH3:1])[C:33](=[O:39])[NH:34]2. Reported procedure: The title compound was prepared under the same conditions as described in Example 13 with 3-methyl-5-(2-morpholin-4-yl-ethyl)-4-oxo-4,5,6,7-tetrahydro-1H-pyrrolo[3,2-c]pyridine-2-carbaldehyde and 4-(2,3-difluoro-phenyl)-1,3-dihydro-indol-2-one (prepared according to WO2002055517) as starting materials to give 2-[4-(2,3-difluoro-phenyl)-2-oxo-1,2-dihydro-indol-3-ylidenemethyl]-3-methyl-5-(2-morpholin-4-yl-ethyl)-1,5,6,7-tetrahydro-pyrrolo[3,2-c]pyridin-4-one (30 mg, 33.3%) as a yellow solid. Reactants: C(C=CC1=CC=CC=C1)Br (cinnamyl bromide), [Li+].[I-] (LiI), [H][H] (hydrogen), Cl (HCl), ice, [H-].[Li+] (LiH), OC=1C(C2=CC=CC=C2C(C1)=O)=O (2-hydroxy-1,4-naphthoquinone), [H][H] (hydrogen). Run in C(Cl)Cl (CH2Cl2), O (water), CS(=O)C (DMSO). Reaction conditions: temperature 45 celsius. Product: CC(=CCC1=C(C(=O)C=2C=CC=CC2C1=O)O)C (Lapachol). Reaction SMILES: [OH:1][C:2]1[C:3](=[O:13])[C:4]2[C:9]([C:10](=[O:12])[CH:11]=1)=[CH:8][CH:7]=[CH:6][CH:5]=2.[H-].[Li+].[H][H].C(Br)[CH:19]=[CH:20][C:21]1[CH:26]=CC=C[CH:22]=1.[Li+].[I-].Cl>CS(C)=O.C(Cl)Cl.O>[CH3:22][C:21]([CH3:26])=[CH:20][CH2:19][C:11]1[C:10](=[O:12])[C:9]2[CH:8]=[CH:7][CH:6]=[CH:5][C:4]=2[C:3](=[O:13])[C:2]=1[OH:1] |f:1.2,5.6|. Procedure: 17.4 g (0.10M) of 2-hydroxy-1,4-naphthoquinone was dissolved in 120 ml of DMSO, and 0.88 g (0.11M) of LiH was gradually added thereto. Here, this should be done with care because hydrogen evolves. The reaction solution was stirred, and after confirming no further production of hydrogen, was additionally stirred for another 30 min. Then, 19.7 g (0.10M) of cinnamyl bromide (3-phenylallyl bromide) and 3.35 g (0.025M) of LiI were gradually added thereto. The reaction solution was heated to 45° C. an... Starting materials: Cl, [I-], [Li+], COC(=O)c1cnc2c3ccc(NC(=O)C(C)(C)C)cc3ncn2c1=O, O, c1ccncc1. The product is CC(C)(C)C(=O)Nc1ccc2c(c1)ncn1c(=O)c(C(=O)O)cnc21. Reaction SMILES: [ClH:29].[I-:27].[Li+:28].[O:1]=[c:2]1[c:3]([C:23](=[O:24])[O:25][CH3:26])[cH:4][n:5][c:6]2[n:7]1[cH:8][n:9][c:10]1[cH:11][c:12]([NH:16][C:17]([C:18]([CH3:19])([CH3:20])[CH3:21])=[O:22])[cH:13][cH:14][c:15]21.[OH2:36].[cH:30]1[cH:31][cH:32][n:33][cH:34][cH:35]1>>[O:1]=[c:2]1[c:3]([C:23](=[O:24])[OH:25])[cH:4][n:5][c:6]2[n:7]1[cH:8][n:9][c:10]1[cH:11][c:12]([NH:16][C:17]([C:18]([CH3:19])([CH3:20])[CH3:21])=[O:22])[cH:13][cH:14][c:15]21. Starting materials: COC(C1=C(C(=CC(=C1)C=CC(=O)O)C)N(C)S(=O)(=O)C1=CC=C(C=C1)OC)=O (5-(2-Carboxy-vinyl)-2-[(4-methoxy-benzenesulfonyl)-methyl-amino]-3-methyl-benzoic acid methyl ester), CNCCCCCCCC (N-methyloctylamine). Solvent: C1CCOC1 (THF), C1CCOC1 (THF). Run at time 1 hour. Product: COC(C1=C(C(=CC(=C1)C=CC(N(CCCCCCCC)C)=O)C)N(C)S(=O)(=O)C1=CC=C(C=C1)OC)=O (2-[(4-Methoxy-benzenesulfonyl)-methyl-amino]-3-methyl-5-[2-(methyl-octyl-carbamoyl)-vinyl]-benzoic acid methyl ester). Isolated yield 84.0%. As a reaction SMILES: [CH3:1][O:2][C:3](=[O:29])[C:4]1[CH:9]=[C:8]([CH:10]=[CH:11][C:12](O)=[O:13])[CH:7]=[C:6]([CH3:15])[C:5]=1[N:16]([S:18]([C:21]1[CH:26]=[CH:25][C:24]([O:27][CH3:28])=[CH:23][CH:22]=1)(=[O:20])=[O:19])[CH3:17].[CH3:30][NH:31][CH2:32][CH2:33][CH2:34][CH2:35][CH2:36][CH2:37][CH2:38][CH3:39]>C1COCC1>[CH3:1][O:2][C:3](=[O:29])[C:4]1[CH:9]=[C:8]([CH:10]=[CH:11][C:12](=[O:13])[N:31]([CH3:30])[CH2:32][CH2:33][CH2:34][CH2:35][CH2:36][CH2:37][CH2:38][CH3:39])[CH:7]=[C:6]([CH3:15])[C:5]=1[N:16]([S:18]([C:21]1[CH:26]=[CH:25][C:24]([O:27][CH3:28])=[CH:23][CH:22]=1)(=[O:20])=[O:19])[CH3:17]. Procedure: A mixture of 182.6 mg (0.43 mmol) of the product of Example 204, 183 mg of molecular sieves and 105.8 mg (0.65 mmol) of 1,1'-dicyclohexylcarbodiimidazole in 4 ml THF was stirred for 1 h under nitrogen. A solution of N-methyloctylamine in 0.5 ml THF was then added to the reaction and the mixture was stirred for 18 hr at room temperature. The resulting mixture was filtered and the filtrate was diluted with ethyl acetate, washed with water and brine, dried over MgSO4, filtered and concentrated in v... Product: COC(=O)c1nc2n(CC(=O)N3CC(C)CC(C)C3)ccn2c(=O)c1OC(C)=O. As a reaction SMILES: [Br:25][CH2:26][C:27](=[O:28])[N:29]1[CH2:30][CH:31]([CH3:36])[CH2:32][CH:33]([CH3:35])[CH2:34]1.[CH3:1][O:2][C:3](=[O:4])[c:5]1[n:6][c:7]2[n:8]([c:9](=[O:15])[c:10]1[O:11][C:12]([CH3:13])=[O:14])[cH:16][cH:17][nH:18]2.[CH3:37][C:38]#[N:39].[K+:19].[K+:20].[O-:21][C:22]([O-:23])=[O:24]>>[CH3:1][O:2][C:3](=[O:4])[c:5]1[n:6][c:7]2[n:8]([c:9](=[O:15])[c:10]1[O:11][C:12]([CH3:13])=[O:14])[cH:16][cH:17][n:18]2[CH2:26][C:27](=[O:28])[N:29]1[CH2:30][CH:31]([CH3:36])[CH2:32][CH:33]([CH3:35])[CH2:34]1. Starting materials: CC1CC(C)CN(C(=O)CBr)C1, COC(=O)c1nc2[nH]ccn2c(=O)c1OC(C)=O, CC#N, [K+], [K+], O=C([O-])[O-]. Reactants: C(C)(C)(C)OC(=O)N[C@H](C(=O)N1[C@H](C(=O)OC)C[C@H](C1)OCC=1C=C(C=CC1)C1=CC(=CC=C1)C=C)C1CCCCC1 (methyl (4R)-1-{(2S)-2-[(tert-butoxycarbonyl)amino]-2-cyclohexylacetyl}-4-[(3′-vinylbiphenyl-3-yl)methoxy]-L-prolinate), solution, Cl (HCl). Solvent: O1CCOCC1 (dioxane). Conditions: time 2 hour. Yields the product Cl.N[C@H](C(=O)N1[C@H](C(=O)OC)C[C@H](C1)OCC=1C=C(C=CC1)C1=CC(=CC=C1)C=C)C1CCCCC1 (methyl (4R)-1-[(2S)-2-amino-2-cyclohexylacetyl]-4-[(3′-vinylbiphenyl-3-yl)methoxy]-L-prolinate hydrochloride). As a reaction SMILES: C(OC([NH:8][C@@H:9]([CH:37]1[CH2:42][CH2:41][CH2:40][CH2:39][CH2:38]1)[C:10]([N:12]1[CH2:20][C@H:19]([O:21][CH2:22][C:23]2[CH:24]=[C:25]([C:29]3[CH:34]=[CH:33][CH:32]=[C:31]([CH:35]=[CH2:36])[CH:30]=3)[CH:26]=[CH:27][CH:28]=2)[CH2:18][C@H:13]1[C:14]([O:16][CH3:17])=[O:15])=[O:11])=O)(C)(C)C.[ClH:43]>O1CCOCC1>[ClH:43].[NH2:8][C@@H:9]([CH:37]1[CH2:38][CH2:39][CH2:40][CH2:41][CH2:42]1)[C:10]([N:12]1[CH2:20][C@H:19]([O:21][CH2:22][C:23]2[CH:24]=[C:25]([C:29]3[CH:34]=[CH:33][CH:32]=[C:31]([CH:35]=[CH2:36])[CH:30]=3)[CH:26]=[CH:27][CH:28]=2)[CH2:18][C@H:13]1[C:14]([O:16][CH3:17])=[O:15])=[O:11] |f:3.4|. Procedure details: Methyl (4R)-1-{(2S)-2-[(tert-butoxycarbonyl)amino]-2-cyclohexylacetyl}-4-[(3′-vinylbiphenyl-3-yl)methoxy]-L-prolinate 107 was suspended in 4M solution of HCl in dioxane (final conc. 1.3 M) and stirred at RT for 2 h. The solvent was removed under reduced pressure, the residue was taken up with Et2O and evaporated to dryness to afford the title compound 108 (95% crude yield) as a white foam. 1H NMR (400 MHz, DMSO-d6, 300 K) δ 8.15 (bs, 3H), 7.46 (s, 1H), 7.72-7.64 (m, 2H), 7.60 (d, J 7.6, 1H), 7.5... Reactants: Cc1cc(C=CC(=O)OC(C)(C)C)ccc1-c1nsc(-c2ccc(OC(C)C)c(C#N)c2)n1, CO, CCOC(C)=O, [H][H]. The product is Cc1cc(CCC(=O)OC(C)(C)C)ccc1-c1nsc(-c2ccc(OC(C)C)c(C#N)c2)n1. Reaction SMILES: [C:1](#[N:2])[c:3]1[cH:4][c:5](-[c:13]2[n:14][c:15](-[c:18]3[c:19]([CH3:33])[cH:20][c:21]([CH:24]=[CH:25][C:26](=[O:27])[O:28][C:29]([CH3:30])([CH3:31])[CH3:32])[cH:22][cH:23]3)[n:16][s:17]2)[cH:6][cH:7][c:8]1[O:9][CH:10]([CH3:11])[CH3:12].[CH3:36][OH:37].[CH3:38][CH2:39][O:40][C:41]([CH3:42])=[O:43].[H:34][H:35]>>[C:1](#[N:2])[c:3]1[cH:4][c:5](-[c:13]2[n:14][c:15](-[c:18]3[c:19]([CH3:33])[cH:20][c:21]([CH2:24][CH2:25][C:26](=[O:27])[O:28][C:29]([CH3:30])([CH3:31])[CH3:32])[cH:22][cH:23]3)[n:16][s:17]2)[cH:6][cH:7][c:8]1[O:9][CH:10]([CH3:11])[CH3:12]. Yields the product CC(C)(O)CC1CCNCC1. The reactants are C, CO, CC(C)(O)CC1CCN(C(=O)OCc2ccccc2)CC1, [Pd]. As a reaction SMILES: [C:24].[CH3:22][OH:23].[OH:1][C:2]([CH2:3][CH:4]1[CH2:5][CH2:6][N:7]([C:10]([O:11][CH2:12][c:13]2[cH:14][cH:15][cH:16][cH:17][cH:18]2)=[O:19])[CH2:8][CH2:9]1)([CH3:20])[CH3:21].[Pd:25]>>[OH:1][C:2]([CH2:3][CH:4]1[CH2:5][CH2:6][NH:7][CH2:8][CH2:9]1)([CH3:20])[CH3:21]. Reactants: CCO, CCOC(=O)CCc1cn(Cc2ccc(OCc3nc(-c4ccccc4)oc3C)cc2)nc1OC(C)C, Cl, [Na+], C1CCOC1, [OH-]. The product is Cc1oc(-c2ccccc2)nc1COc1ccc(Cn2cc(CCC(=O)O)c(OC(C)C)n2)cc1. Reaction SMILES: [CH3:45][CH2:46][OH:47].[CH:1]([CH3:2])([CH3:3])[O:4][c:5]1[n:6][n:7]([CH2:17][c:18]2[cH:19][cH:20][c:21]([O:24][CH2:25][c:26]3[n:27][c:28](-[c:32]4[cH:33][cH:34][cH:35][cH:36][cH:37]4)[o:29][c:30]3[CH3:31])[cH:22][cH:23]2)[cH:8][c:9]1[CH2:10][CH2:11][C:12](=[O:13])[O:14][CH2:15][CH3:16].[ClH:48].[Na+:39].[O:40]1[CH2:41][CH2:42][CH2:43][CH2:44]1.[OH-:38]>>[CH:1]([CH3:2])([CH3:3])[O:4][c:5]1[n:6][n:7]([CH2:17][c:18]2[cH:19][cH:20][c:21]([O:24][CH2:25][c:26]3[n:27][c:28](-[c:32]4[cH:33][cH:34][cH:35][cH:36][cH:37]4)[o:29][c:30]3[CH3:31])[cH:22][cH:23]2)[cH:8][c:9]1[CH2:10][CH2:11][C:12](=[O:13])[OH:14]. The reactants are COC(=O)c1ccccc1-c1ccc(CBr)cc1, CCc1nc2nc(C)cc(C)c2[nH]1, Cl, [H-], [Na+], CN(C)C=O, O. Yields the product CCc1nc2c(C)cc(C)nc2n1Cc1ccc(-c2ccccc2C(=O)OC)cc1. RXN SMILES: [Br:16][CH2:17][c:18]1[cH:19][cH:20][c:21](-[c:24]2[c:25]([C:30](=[O:31])[O:32][CH3:33])[cH:26][cH:27][cH:28][cH:29]2)[cH:22][cH:23]1.[CH3:3][c:4]1[cH:5][c:6]([CH3:15])[c:7]2[c:8]([n:9]1)[n:10][c:11]([CH2:13][CH3:14])[nH:12]2.[ClH:34].[H-:1].[Na+:2].[O:35]=[CH:36][N:37]([CH3:38])[CH3:39].[OH2:40]>>[CH3:3][c:4]1[cH:5][c:6]([CH3:15])[c:7]2[c:8]([n:9]1)[n:10]([CH2:17][c:18]1[cH:19][cH:20][c:21](-[c:24]3[c:25]([C:30](=[O:31])[O:32][CH3:33])[cH:26][cH:27][cH:28][cH:29]3)[cH:22][cH:23]1)[c:11]([CH2:13][CH3:14])[n:12]2.